From a dataset of the Open Reaction Database (ORD), a public repository of structured organic reaction records. describe an organic reaction: reactants, conditions, products, and yield Starting materials: O=C([O-])[O-], CN1CCNCC1, CC#N, [K+], [K+], [N-]=[N+]=Nc1ccc(C(=O)NCCBr)cc1. The product is CN1CCN(CCNC(=O)c2ccc(N=[N+]=[N-])cc2)CC1. As a reaction SMILES: [C:16](=[O:17])([O-:18])[O-:19].[CH3:22][N:23]1[CH2:24][CH2:25][NH:26][CH2:27][CH2:28]1.[CH3:29][C:30]#[N:31].[K+:20].[K+:21].[N:1](=[N+:2]=[N-:3])[c:4]1[cH:5][cH:6][c:7]([C:8](=[O:9])[NH:10][CH2:11][CH2:12][Br:13])[cH:14][cH:15]1>>[N:1](=[N+:2]=[N-:3])[c:4]1[cH:5][cH:6][c:7]([C:8](=[O:9])[NH:10][CH2:11][CH2:12][N:26]2[CH2:25][CH2:24][N:23]([CH3:22])[CH2:28][CH2:27]2)[cH:14][cH:15]1. The reactants are 133a, C(C)(C)(C)OC(=O)N[C@H](C(=O)NN1C(=CC=C1)C(=O)OC)C ((S)-methyl 1-(2-(tert-butoxycarbonylamino)propanamido)-1H-pyrrole-2-carboxylate), O1N=C(C=C1)N (isoxazol-3-amine). Yields the product O1N=C(C=C1)NC(=O)C=1N(C=CC1)NC([C@H](C)NC(OC(C)(C)C)=O)=O ((S)-tert-Butyl 1-(2-(isoxazol-3-yl carbamoyl)-1H-pyrrol-1-ylamino)-1-oxopropan-2-ylcarbamate). Reaction SMILES: [C:1]([O:5][C:6]([NH:8][C@@H:9]([CH3:22])[C:10]([NH:12][N:13]1[CH:17]=[CH:16][CH:15]=[C:14]1[C:18]([O:20]C)=O)=[O:11])=[O:7])([CH3:4])([CH3:3])[CH3:2].[O:23]1[CH:27]=[CH:26][C:25]([NH2:28])=[N:24]1>>[O:23]1[CH:27]=[CH:26][C:25]([NH:28][C:18]([C:14]2[N:13]([NH:12][C:10](=[O:11])[C@@H:9]([NH:8][C:6](=[O:7])[O:5][C:1]([CH3:2])([CH3:3])[CH3:4])[CH3:22])[CH:17]=[CH:16][CH:15]=2)=[O:20])=[N:24]1. Procedure: Same procedure as described in preparation 133a was used from (S)-methyl 1-(2-(tert-butoxycarbonylamino)propanamido)-1H-pyrrole-2-carboxylate (854 mg, 2.17 mmols) and isoxazol-3-amine (0.48 ml, 6.50 mmols). The title compound was obtained (919 mg, 55% purity, 64%). The reactants are [Na]C(C(=O)OC)C(=O)OC (dimethyl sodiomalonate), CC1=C[C@@H](OC1=O)O/C=C/2\[C@H]3CC4=C([C@H]3OC2=O)C(CC[C@@H]4O)(C)C (strigol), 2-bromomethyl-substituted methyl ester, CC1=C(C(CCC1=O)(C)C)C(=O)O (2,6,6-trimethylcyclohex-1-en-3-one-1-carboxylic acid). Product: O=C1C(CC=2C(CCC(C12)(C)C)=O)C(=O)OC (methyl 1,4-diketo-7,7-dimethyl-4,5,6,7-tetrahydroindane-2-carboxylate), enol. As a reaction SMILES: CC1[C:6](=O)[O:5][C@@H:4]([O:8]/C=C2\[C@@H]3[C@H](OC\2=O)C2C(C)(C)CC[C@H](O)C=2C3)[CH:3]=1.[CH3:26][C:27]1[C:32](=[O:33])[CH2:31][CH2:30][C:29]([CH3:35])([CH3:34])[C:28]=1[C:36]([OH:38])=O.[Na]C(C(OC)=O)C(OC)=O>>[O:38]=[C:36]1[C:28]2[C:29]([CH3:34])([CH3:35])[CH2:30][CH2:31][C:32](=[O:33])[C:27]=2[CH2:26][CH:3]1[C:4]([O:5][CH3:6])=[O:8]. Reported procedure: A process for preparing dl-strigol, a potent seed germination agent, which comprises preparing the 2-bromomethyl-substituted methyl ester of 2,6,6-trimethylcyclohex-1-en-3-one-1-carboxylic acid, alkylating and cyclizing the said compound with an excess of dimethyl sodiomalonate to obtain methyl 1,4-diketo-7,7-dimethyl-4,5,6,7-tetrahydroindane-2-carboxylate and its enol, subjecting the said keto and enol forms of the compound, in admixture, to alkylation with methyl bromoacetate followed by acidi... Starting materials: OC1(CCCC2=C(C=C(C=C12)C)C)C(=O)OC (1-Hydroxy-5,7-dimethyltetralin-1-yl-carboxylic Acid, Methyl Ester), O[Li].O (LiOH.H2O). Yields the product OC1(CCCC2=C(C=C(C=C12)C)C)C(=O)O (1-Hydroxy-5,7-dimethyltetralin-1-yl-carboxylic Acid). Reaction SMILES: [OH:1][C:2]1([C:14]([O:16]C)=[O:15])[C:11]2[C:6](=[C:7]([CH3:13])[CH:8]=[C:9]([CH3:12])[CH:10]=2)[CH2:5][CH2:4][CH2:3]1.O[Li].O>>[OH:1][C:2]1([C:14]([OH:16])=[O:15])[C:11]2[C:6](=[C:7]([CH3:13])[CH:8]=[C:9]([CH3:12])[CH:10]=2)[CH2:5][CH2:4][CH2:3]1 |f:1.2|. Procedure details: Prepared according to the method described in Example 1(ii) from 1-hydroxy-5,7-dimethyltetralin-1-yl-carboxylic acid, methyl ester (1.24 g; 5.27 mmol; from step (i) above) and LiOH.H2O (0.443 mg; 10.6 mmol). Yield 0.629 g (50%). Starting materials: CSc1ccc(OCc2ccccc2)cc1C, ClC(Cl)Cl, O=C(OO)c1cccc(Cl)c1. Product: Cc1cc(OCc2ccccc2)ccc1S(C)=O. Reaction SMILES: [CH2:1]([c:2]1[cH:3][cH:4][cH:5][cH:6][cH:7]1)[O:8][c:9]1[cH:10][c:11]([CH3:17])[c:12]([S:15][CH3:16])[cH:13][cH:14]1.[CH:29]([Cl:30])([Cl:31])[Cl:32].[Cl:18][c:19]1[cH:20][cH:21][cH:22][c:23]([C:24]([O:25][OH:27])=[O:26])[cH:28]1>>[CH2:1]([c:2]1[cH:3][cH:4][cH:5][cH:6][cH:7]1)[O:8][c:9]1[cH:10][c:11]([CH3:17])[c:12]([S:15]([CH3:16])=[O:26])[cH:13][cH:14]1. Starting materials: C(=O)(C(F)(F)F)O (TFA), C(C)OC(CC1COC=2C(=CC=3CNC(C3C2)=N)OC1)OCC (3-(2,2-diethoxyethyl)-3,4,8,9-tetrahydro-[1,4]dioxepino[2,3-f]isoindol-7(2H)-imine), BrCC(=O)C1=CC(=C(C(=C1)C(C)(C)C)O)C(C)(C)C (2-bromo-1-[3,5-di(tert-butyl)-4-hydroxyphenyl]ethan-1-one). Solvent: C(Cl)Cl (DCM), CN(C)C=O (DMF). Conditions: time 18 hour. The product is C(C)(C)(C)C=1C=C(C=C(C1O)C(C)(C)C)C(CN1C(C=2C=C3C(=CC2C1)OCC(CO3)CC=O)=N)=O (2-(8-(2-(3,5-di-tert-butyl-4-hydroxyphenyl)-2-oxoethyl)-7-imino-2,3,4,7,8,9-hexahydro-[1,4]dioxepino[2,3-f]isoindol-3-yl)acetaldehyde), FC(C(=O)[O-])(F)F (trifluoroacetate). As a reaction SMILES: C(O[CH:4]([O:21]CC)[CH2:5][CH:6]1[CH2:20][O:19][C:10]2=[CH:11][C:12]3[CH2:13][NH:14][C:15](=[NH:18])[C:16]=3[CH:17]=[C:9]2[O:8][CH2:7]1)C.Br[CH2:25][C:26]([C:28]1[CH:33]=[C:32]([C:34]([CH3:37])([CH3:36])[CH3:35])[C:31]([OH:38])=[C:30]([C:39]([CH3:42])([CH3:41])[CH3:40])[CH:29]=1)=[O:27].[C:43]([OH:49])([C:45]([F:48])([F:47])[F:46])=[O:44]>CN(C=O)C.C(Cl)Cl>[C:34]([C:32]1[CH:33]=[C:28]([C:26](=[O:27])[CH2:25][N:14]2[CH2:13][C:12]3[CH:11]=[C:10]4[O:19][CH2:20][CH:6]([CH2:5][CH:4]=[O:21])[CH2:7][O:8][C:9]4=[CH:17][C:16]=3[C:15]2=[NH:18])[CH:29]=[C:30]([C:39]([CH3:42])([CH3:41])[CH3:40])[C:31]=1[OH:38])([CH3:37])([CH3:35])[CH3:36].[F:46][C:45]([F:48])([F:47])[C:43]([O-:49])=[O:44]. Procedure details: The residue prepared in STEP B above (850 mg, 2.65 mmol) in DMF (10 mL) was combined with 2-bromo-1-[3,5-di(tert-butyl)-4-hydroxyphenyl]ethan-1-one (1.04 g, 3.18 mmol) and stirred at room temperature for 18 h. The resulting mixture was evaporated in vacuo to yield an oil, which was treated with 50% TFA in DCM at 0° C. The solvent was then evaporated, and the residue purified via reverse phase HPLC to yield 2-(8-(2-(3,5-di-tert-butyl-4-hydroxyphenyl)-2-oxoethyl)-7-imino-2,3,4,7,8,9-hexahydro-[1,4... Reactants: FC=1C=C(C=CC1OC1=C2C(=NC=C1)C=C(S2)I)NC(=O)C=2C(N(N=CC2)C2=CC=C(C=C2)F)=O (N-(3-fluoro-4-(2-iodothieno[3,2-b]pyridin-7-yloxy)phenyl)-2-(4-fluorophenyl)-3-oxo-2,3-dihydropyridazine-4-carboxamide), CN1C(=NC=C1)[Sn](CCCC)(CCCC)CCCC (1-methyl-2-(tributylstannyl)-1H-imidazole). Reagents/catalysts: C=1C=CC(=CC1)[P](C=2C=CC=CC2)(C=3C=CC=CC3)[Pd]([P](C=4C=CC=CC4)(C=5C=CC=CC5)C=6C=CC=CC6)([P](C=7C=CC=CC7)(C=8C=CC=CC8)C=9C=CC=CC9)[P](C=1C=CC=CC1)(C=1C=CC=CC1)C=1C=CC=CC1 (tetrakis(triphenylphosphine)palladium). Solvent: C1(=CC=CC=C1)C (toluene). Run at temperature 100 celsius. Product: FC=1C=C(C=CC1OC1=C2C(=NC=C1)C=C(S2)C=2N(C=CN2)C)NC(=O)C=2C(N(N=CC2)C2=CC=C(C=C2)F)=O (N-(3-fluoro-4-(2-(1-methyl-1H-imidazol-2-yl)thieno[3,2-b]pyridin-7-yloxy)phenyl)-2-(4-fluorophenyl)-3-oxo-2,3-dihydropyridazine-4-carboxamide). Yield: 75.2%. Reaction SMILES: [F:1][C:2]1[CH:3]=[C:4]([NH:19][C:20]([C:22]2[C:23](=[O:35])[N:24]([C:28]3[CH:33]=[CH:32][C:31]([F:34])=[CH:30][CH:29]=3)[N:25]=[CH:26][CH:27]=2)=[O:21])[CH:5]=[CH:6][C:7]=1[O:8][C:9]1[CH:14]=[CH:13][N:12]=[C:11]2[CH:15]=[C:16](I)[S:17][C:10]=12.[CH3:36][N:37]1[CH:41]=[CH:40][N:39]=[C:38]1[Sn](CCCC)(CCCC)CCCC>C1C=CC([P]([Pd]([P](C2C=CC=CC=2)(C2C=CC=CC=2)C2C=CC=CC=2)([P](C2C=CC=CC=2)(C2C=CC=CC=2)C2C=CC=CC=2)[P](C2C=CC=CC=2)(C2C=CC=CC=2)C2C=CC=CC=2)(C2C=CC=CC=2)C2C=CC=CC=2)=CC=1.C1(C)C=CC=CC=1>[F:1][C:2]1[CH:3]=[C:4]([NH:19][C:20]([C:22]2[C:23](=[O:35])[N:24]([C:28]3[CH:33]=[CH:32][C:31]([F:34])=[CH:30][CH:29]=3)[N:25]=[CH:26][CH:27]=2)=[O:21])[CH:5]=[CH:6][C:7]=1[O:8][C:9]1[CH:14]=[CH:13][N:12]=[C:11]2[CH:15]=[C:16]([C:38]3[N:37]([CH3:36])[CH:41]=[CH:40][N:39]=3)[S:17][C:10]=12 |^1:58,60,79,98|. Procedure: A round-bottomed flask was charged with N-(3-fluoro-4-(2-iodothieno[3,2-b]pyridin-7-yloxy)phenyl)-2-(4-fluorophenyl)-3-oxo-2,3-dihydropyridazine-4-carboxamide (230 mg, 0.382 mmol), 1-methyl-2-(tributylstannyl)-1H-imidazole (850.3 mg, 2.29 mmol), tetrakis(triphenylphosphine)palladium (88.25 mg, 0.0764 mmol) and toluene (25 mL). The reaction mixture was stirred at 100° C. until LC-MS showed that the starting material had been consumed (4 hours). Then the reaction was cooled to room temperature and... The reactants are C(CO)#N (glycolonitrile), FC1=C(C=C(C(=C1)F)[N+](=O)[O-])[N+](=O)[O-] (1,5-difluoro-2,4-dinitrobenzene), C([O-])([O-])=O.[K+].[K+] (potassium carbonate), resultant mixture, O (water). Run in C(C)#N (acetonitrile), C(C)#N (acetonitrile). Conditions: time 1 hour. Product: [N+](=O)([O-])C1=C(OCC#N)C=C(C(=C1)[N+](=O)[O-])F (2,4-dinitro-5-fluorophenoxyacetonitrile). Yield: 89.1%. RXN SMILES: F[C:2]1[CH:7]=[C:6]([F:8])[C:5]([N+:9]([O-:11])=[O:10])=[CH:4][C:3]=1[N+:12]([O-:14])=[O:13].C(=O)([O-])[O-].[K+].[K+].[C:21](#[N:24])[CH2:22][OH:23].O>C(#N)C>[N+:12]([C:3]1[CH:4]=[C:5]([N+:9]([O-:11])=[O:10])[C:6]([F:8])=[CH:7][C:2]=1[O:23][CH2:22][C:21]#[N:24])([O-:14])=[O:13] |f:1.2.3|. Procedure: To a suspension of 1,5-difluoro-2,4-dinitrobenzene (3.8 g) and anhydrous potassium carbonate (3.1 g) in acetonitrile (50 ml) kept at room temperature, a solution of glycolonitrile (1.5 g) in acetonitrile (10 ml) was dropwise added, followed by stirring at room temperature for 1 hour. The reaction mixture was heated and allowed to reflux for 30 minutes (inner temperature, 83° C.). After cooling, the resultant mixture was poured into water and extracted with ethyl acetate. The organic layer was wa...